From a dataset of the Open Reaction Database (ORD), a public repository of structured organic reaction records. describe an organic reaction: reactants, conditions, products, and yield Starting materials: ClC1=CC(=C(C=C1SC=1C=C(C=CC1)C)N)[N+](=O)[O-] (4-chloro-2-nitro-5-m-tolylsulfanyl-phenylamine), [Cl-].[NH4+] (ammonium chloride), CC(=O)C (acetone). Reagents/catalysts: [Zn] (zinc). Solvent: O (water). The product is ClC=1C=C(C(=CC1SC=1C=C(C=CC1)C)N)N (4-chloro-5-m-tolylsulfanyl-benzene-1,2-diamine). Reaction SMILES: [Cl:1][C:2]1[C:7]([S:8][C:9]2[CH:10]=[C:11]([CH3:15])[CH:12]=[CH:13][CH:14]=2)=[CH:6][C:5]([NH2:16])=[C:4]([N+:17]([O-])=O)[CH:3]=1.[Cl-].[NH4+].CC(C)=O>[Zn].O>[Cl:1][C:2]1[CH:3]=[C:4]([NH2:17])[C:5]([NH2:16])=[CH:6][C:7]=1[S:8][C:9]1[CH:10]=[C:11]([CH3:15])[CH:12]=[CH:13][CH:14]=1 |f:1.2|. Procedure details: To an ice bath cooled solution (0° C.) of 4-chloro-2-nitro-5-m-tolylsulfanyl-phenylamine (2.30 g, 7.80 mmol), ammonium chloride (6.26 g, 117 mmol), acetone (32.5 mL), and water (6.5 mL) was added portion-wise zinc powder (5.10 g, 78.0 mmol). The reaction mixture was removed from the ice bath and after 30 min, the reaction mixture was filtered through a pad of Celite® and washed with EtOAc. The filtrate was placed in a sep funnel and the organic layer was collected. The organic layers dried, filt...